From a dataset of the Open Reaction Database (ORD), a public repository of structured organic reaction records. describe an organic reaction: reactants, conditions, products, and yield The reactants are ClC=1SC(=C(N1)C(C)C)C(=O)[O-] (2-chloro-4-isopropyl-5-thiazolecarboxylate), [BH4-].[Na+] (sodium borohydride). Run in C(C)O (ethanol). Run at time 30 minute. Yields the product ClC=1SC(=C(N1)C(C)C)CO (2-chloro-4-isopropyl-5-thiazolemethanol). Isolated yield 40.0%. Reaction SMILES: [Cl:1][C:2]1[S:3][C:4]([C:10]([O-])=[O:11])=[C:5]([CH:7]([CH3:9])[CH3:8])[N:6]=1.[BH4-].[Na+]>C(O)C>[Cl:1][C:2]1[S:3][C:4]([CH2:10][OH:11])=[C:5]([CH:7]([CH3:9])[CH3:8])[N:6]=1 |f:1.2|. Procedure details: To a mixture of 8.0 g (0.034 mol) of ethyl, 2-chloro-4-isopropyl-5-thiazolecarboxylate and 20 ml of ethanol was added 1.3 g (0.034 mol) of sodium borohydride in 10 minutes. The reaction mixture was stirred at room temperature for 30 minutes and concentrated under reduced pressure. The residue was chromatographed on 250 g of silica gel using ether petroleum ether (1:9, v/v) as eluant. The first fraction (2.2 g) was recovered starting material. The second fraction (3.4 g) was Kugelrohr distilled a... The reactants are CN(C)CCO, [Cl-], Cl, Nc1ccnc(Cl)c1, [Na+], [Na], C1CCOC1. Yields the product CN(C)CCOc1cc(N)ccn1. Reaction SMILES: [CH3:2][N:3]([CH2:4][CH2:5][OH:6])[CH3:7].[Cl-:18].[ClH:16].[NH2:8][c:9]1[cH:10][c:11]([Cl:15])[n:12][cH:13][cH:14]1.[Na+:17].[Na:1].[O:19]1[CH2:20][CH2:21][CH2:22][CH2:23]1>>[CH3:2][N:3]([CH2:4][CH2:5][O:6][c:11]1[cH:10][c:9]([NH2:8])[cH:14][cH:13][n:12]1)[CH3:7]. Starting materials: Cl (HCl), N(=[N+]=[N-])CC(=O)C1=CC=CC2=CC=CC=C12 (2-azido-1-(naphthalen-1-yl)ethanone), C(C)NCC (diethylamine), 3A, Cl (hydrochloric acid), C(#N)[BH3-].[Na+] (sodium cyanoborohydride), Cl (HCl). Solvent: CO (methanol), CO (methanol), CO (methanol). Product: N(=[N+]=[N-])CC(N(CC)CC)C1=CC=CC2=CC=CC=C12 (α-Azidomethyl-N,N-diethyl-1-naphthalenemethanamine). RXN SMILES: [N:1]([CH2:4][C:5]([C:7]1[C:16]2[C:11](=[CH:12][CH:13]=[CH:14][CH:15]=2)[CH:10]=[CH:9][CH:8]=1)=O)=[N+:2]=[N-:3].[CH2:17]([NH:19][CH2:20][CH3:21])[CH3:18].Cl.C([BH3-])#N.[Na+]>CO>[N:1]([CH2:4][CH:5]([C:7]1[C:16]2[C:11](=[CH:12][CH:13]=[CH:14][CH:15]=2)[CH:10]=[CH:9][CH:8]=1)[N:19]([CH2:20][CH3:21])[CH2:17][CH3:18])=[N+:2]=[N-:3] |f:3.4|. Procedure: To a solution of 2.11 g (0.01 mol) of 2-azido-1-(naphthalen-1-yl)ethanone, and 3.66 g (0.05 mol) of diethylamine in 50 mL of dry methanol add 10 g of 3A molecular sieves. Adjust the pH of the mixture to pH=6 with 5N HCl in methanol and add 1 g (0.016 mol) of sodium cyanoborohydride. Follow the progress of the reaction by thin-layer chromatography on silica gel. Maintain the pH of the reaction mixture at pH=ca.6 by the addition of 5N HCl in methanol as necessary. At the completion of the reaction... The reactants are FC(S(=O)(=O)O[Si](C)(C)C(C)(C)C)(F)F (tert-butyldimethylsilyl trifluoromethane-sulfonate), ( 18C )-isomer, C(#N)C1=CC=C(C=C1)[C@@H](CN1C[C@H](CCC1)CC(=O)OCC)O (ethyl 2-((R)-1-((S)-2-(4-cyanophenyl)-2-hydroxyethyl)piperidin-3-yl)acetate), CCN(C(C)C)C(C)C (DIPEA). Run in C(Cl)Cl (DCM). Conditions: time 2 hour. Yields the product [Si](C)(C)(C(C)(C)C)O[C@H](CN1C[C@H](CCC1)CC(=O)OCC)C1=CC=C(C=C1)C#N (ethyl 2-((R)-1-((S)-2-(tert-butyldimethylsilyloxy)-2-(4-cyanophenyl)ethyl)piperidin-3-yl)acetate). Isolated yield 98.0%. RXN SMILES: [C:1]([C:3]1[CH:8]=[CH:7][C:6]([C@H:9]([OH:23])[CH2:10][N:11]2[CH2:16][CH2:15][CH2:14][C@H:13]([CH2:17][C:18]([O:20][CH2:21][CH3:22])=[O:19])[CH2:12]2)=[CH:5][CH:4]=1)#[N:2].CCN(C(C)C)C(C)C.FC(F)(F)S(O[Si:39]([C:42]([CH3:45])([CH3:44])[CH3:43])([CH3:41])[CH3:40])(=O)=O>C(Cl)Cl>[Si:39]([O:23][C@@H:9]([C:6]1[CH:5]=[CH:4][C:3]([C:1]#[N:2])=[CH:8][CH:7]=1)[CH2:10][N:11]1[CH2:16][CH2:15][CH2:14][C@H:13]([CH2:17][C:18]([O:20][CH2:21][CH3:22])=[O:19])[CH2:12]1)([C:42]([CH3:45])([CH3:44])[CH3:43])([CH3:41])[CH3:40]. Procedure details: To a mixture of (18C)-isomer A, ethyl 2-((R)-1-((S)-2-(4-cyanophenyl)-2-hydroxyethyl)piperidin-3-yl)acetate (6.00 g, 18.96 mmol) and DIPEA (5.96 ml, 34.1 mmol) in DCM (63 mL) was added tert-butyldimethylsilyl trifluoromethane-sulfonate (5.67 ml, 24.65 mmol) slowly. The reaction was monitored with HPLC and the reaction was complete in 2 hours. The reaction mixture (a light brown solution) was quenched with water, the aqueous layer was extracted twice with DCM. The organic phase was combined, drie... The product is COC(=O)Nc1nc2c[n+]([O-])c3ccccc3c2n1CC(C)(C)O. The reactants are ClCCl, COC(=O)Nc1nc2cnc3ccccc3c2n1CC(C)(C)O, O=C(OO)c1cccc(Cl)c1. RXN SMILES: [Cl:35][CH2:36][Cl:37].[OH:12][C:13]([CH2:14][n:15]1[c:16]([NH:28][C:29]([O:30][CH3:31])=[O:32])[n:17][c:18]2[cH:19][n:20][c:21]3[cH:22][cH:23][cH:24][cH:25][c:26]3[c:27]12)([CH3:33])[CH3:34].[OH:1][O:2][C:3]([c:4]1[cH:5][c:6]([Cl:7])[cH:8][cH:9][cH:10]1)=[O:11]>>[O-:1][n+:20]1[cH:19][c:18]2[n:17][c:16]([NH:28][C:29]([O:30][CH3:31])=[O:32])[n:15]([CH2:14][C:13]([OH:12])([CH3:33])[CH3:34])[c:27]2[c:26]2[c:21]1[cH:22][cH:23][cH:24][cH:25]2. Reactants: O=C([O-])O, CC(=O)OC(C)=O, CN(C)c1ccncc1, CCOC(C)=O, CCN(C(C)C)C(C)C, OC(c1ccccc1)c1ccc(Cl)nc1, ClCCl, [Na+], O. The product is CC(=O)OC(c1ccccc1)c1ccc(Cl)nc1. RXN SMILES: [C:32](=[O:33])([OH:34])[O-:35].[CH3:25][C:26](=[O:27])[O:28][C:29](=[O:30])[CH3:31].[CH3:37][N:38]([CH3:39])[c:40]1[cH:41][cH:42][n:43][cH:44][cH:45]1.[CH3:49][CH2:50][O:51][C:52](=[O:53])[CH3:54].[CH:16]([N:17]([CH:18]([CH3:19])[CH3:20])[CH2:21][CH3:22])([CH3:23])[CH3:24].[Cl:1][c:2]1[cH:3][cH:4][c:5]([CH:8]([OH:9])[c:10]2[cH:11][cH:12][cH:13][cH:14][cH:15]2)[cH:6][n:7]1.[Cl:46][CH2:47][Cl:48].[Na+:36].[OH2:55]>>[Cl:1][c:2]1[cH:3][cH:4][c:5]([CH:8]([O:9][C:26]([CH3:25])=[O:27])[c:10]2[cH:11][cH:12][cH:13][cH:14][cH:15]2)[cH:6][n:7]1. Starting materials: C=Cc1[nH]c2cc(C(=O)OC)ccc2c1C1CCCCC1, CN(C)C(=O)CCl, [H-], [Na+], CN(C)C=O. Product: C=Cc1c(C2CCCCC2)c2ccc(C(=O)OC)cc2n1CC(=O)N(C)C. As a reaction SMILES: [CH:1]1([c:7]2[c:8]([CH:20]=[CH2:21])[nH:9][c:10]3[cH:11][c:12]([C:16](=[O:17])[O:18][CH3:19])[cH:13][cH:14][c:15]23)[CH2:2][CH2:3][CH2:4][CH2:5][CH2:6]1.[Cl:24][CH2:25][C:26](=[O:27])[N:28]([CH3:29])[CH3:30].[H-:23].[Na+:22].[O:31]=[CH:32][N:33]([CH3:34])[CH3:35]>>[CH:1]1([c:7]2[c:8]([CH:20]=[CH2:21])[n:9]([CH2:25][C:26](=[O:27])[N:28]([CH3:29])[CH3:30])[c:10]3[cH:11][c:12]([C:16](=[O:17])[O:18][CH3:19])[cH:13][cH:14][c:15]23)[CH2:2][CH2:3][CH2:4][CH2:5][CH2:6]1. The reactants are COC(C1=CC(=CC=C1)C1=CC(=NC(=C1)COC1OCCCC1)C)=O ((RS)-3-[2-methyl-6-(tetrahydro-pyran-2-yloxymethyl)-pyridin-4-yl]-benzoic acid methyl ester), C(C)(=O)OC(C)(C)C (tert.-butyl acetate). Yields the product C(C)(C)(C)OC(CC(=O)C1=CC(=CC=C1)C1=CC(=NC(=C1)COC1OCCCC1)C)=O ((RS)-3-{3-[2-Methyl-6-(tetrahydro-pyran-2-yloxymethyl)-pyridin-4-yl]-phenyl}-3-oxo-propionic acid tert-butyl ester). RXN SMILES: C[O:2][C:3](=O)[C:4]1[CH:9]=[CH:8][CH:7]=[C:6]([C:10]2[CH:15]=[C:14]([CH2:16][O:17][CH:18]3[CH2:23][CH2:22][CH2:21][CH2:20][O:19]3)[N:13]=[C:12]([CH3:24])[CH:11]=2)[CH:5]=1.[C:26]([O:29][C:30]([CH3:33])([CH3:32])[CH3:31])(=[O:28])[CH3:27]>>[C:30]([O:29][C:26](=[O:28])[CH2:27][C:3]([C:4]1[CH:9]=[CH:8][CH:7]=[C:6]([C:10]2[CH:15]=[C:14]([CH2:16][O:17][CH:18]3[CH2:23][CH2:22][CH2:21][CH2:20][O:19]3)[N:13]=[C:12]([CH3:24])[CH:11]=2)[CH:5]=1)=[O:2])([CH3:33])([CH3:32])[CH3:31]. Reported procedure: Reaction of (RS)-3-[2-methyl-6-(tetrahydro-pyran-2-yloxymethyl)-pyridin-4-yl]-benzoic acid methyl ester with tert.-butyl acetate according to general procedure K (method d; example K8) yielded the title compound as a yellow oil. The reactants are C(C)(C)(C)OC(=O)[C@@H](CCCC1=CC=CC=C1)[C@H](C(=O)NNC(CN)=O)CC(C)C (2(R)-[1(S)-(tert-butoxycarbonyl)-4-phenylbutyl]-2′-glycinyl-4-methylvalerohydrazide), C(C1=CC=CC=C1)ON (O-benzylhydroxylamine), O1C(CCCC1)ON (O-(tetrahydro-2H-pyran-2(RS)-yl)hydroxylamine). Product: C(C1=CC=CC=C1)ONC(=O)[C@@H](CCCC1=CC=CC=C1)[C@H](C(=O)NN1C(NCC1=O)=O)CC(C)C (2(R)-[1(S)-(benzyloxycarbamoyl)-4-phenylbutyl]-4-methyl-N-(2,5-dioxo-1-imidazolidinyl)valeramide). Reaction SMILES: C(O[C:6]([C@H:8]([C@@H:18]([CH2:27][CH:28]([CH3:30])[CH3:29])[C:19]([NH:21][NH:22][C:23](=[O:26])[CH2:24][NH2:25])=[O:20])[CH2:9][CH2:10][CH2:11][C:12]1[CH:17]=[CH:16][CH:15]=[CH:14][CH:13]=1)=[O:7])(C)(C)C.[CH2:31]([O:38][NH2:39])[C:32]1[CH:37]=[CH:36][CH:35]=[CH:34][CH:33]=1.[O:40]1CCCC[CH:41]1ON>>[CH2:31]([O:38][NH:39][C:6]([C@H:8]([C@@H:18]([CH2:27][CH:28]([CH3:29])[CH3:30])[C:19]([NH:21][N:22]1[C:23](=[O:26])[CH2:24][NH:25][C:41]1=[O:40])=[O:20])[CH2:9][CH2:10][CH2:11][C:12]1[CH:13]=[CH:14][CH:15]=[CH:16][CH:17]=1)=[O:7])[C:32]1[CH:37]=[CH:36][CH:35]=[CH:34][CH:33]=1. Procedure details: In a manner analagous to that described in Example 1, parts (vi)-(viii), but using 2(R)-[1(S)-(tert-butoxycarbonyl)-4-phenylbutyl]-2′-glycinyl-4-methylvalerohydrazide and O-benzylhydroxylamine in place of (E)-2(R)-[1(S)-(tert-butoxycarbonyl)-4-phenyl-3-butenyl]-2′-glycinyl-4-methylvalerohydrazide and O-(tetrahydro-2H-pyran-2(RS)-yl)hydroxylamine respectively there was obtained 2(R)-[1(S)-(benzyloxycarbamoyl)-4-phenylbutyl]-4-methyl-N-(2,5-dioxo-1-imidazolidinyl)valeramide in the form of a white ... Reactants: C(C(C)C)OCCC1=CC=C(OCC2CO2)C=C1 (1-[4-(2isobutoxyethyl)phenoxy]-2,3-epoxypropane), NCCCS(=O)(=O)C1=CC=C(C=C1)C=1C=CC(NN1)=O (6-[4-(3-aminopropylsulphonyl]phenyl]-3(2H)-pyridazinone). The product is C(C(C)C)OCCC1=CC=C(OCC(CNCCCS(=O)(=O)C2=CC=C(C=C2)C=2CCC(NN2)=O)O)C=C1 (6-[4-[3-[3-(4-(2-Isobutoxyethyl)phenoxy)-2-hydroxypropylamino]propylsulphonyl]phenyl]-4,5-dihydro-3(2H)-pyridazinone). Reaction SMILES: [CH2:1]([O:5][CH2:6][CH2:7][C:8]1[CH:18]=[CH:17][C:11]([O:12][CH2:13][CH:14]2[O:16][CH2:15]2)=[CH:10][CH:9]=1)[CH:2]([CH3:4])[CH3:3].[NH2:19][CH2:20][CH2:21][CH2:22][S:23]([C:26]1[CH:31]=[CH:30][C:29]([C:32]2[CH:33]=[CH:34][C:35](=[O:38])[NH:36][N:37]=2)=[CH:28][CH:27]=1)(=[O:25])=[O:24]>>[CH2:1]([O:5][CH2:6][CH2:7][C:8]1[CH:18]=[CH:17][C:11]([O:12][CH2:13][CH:14]([OH:16])[CH2:15][NH:19][CH2:20][CH2:21][CH2:22][S:23]([C:26]2[CH:27]=[CH:28][C:29]([C:32]3[CH2:33][CH2:34][C:35](=[O:38])[NH:36][N:37]=3)=[CH:30][CH:31]=2)(=[O:24])=[O:25])=[CH:10][CH:9]=1)[CH:2]([CH3:4])[CH3:3]. Reported procedure: Prepared analogously to Example 1 from 1-[4-(2isobutoxyethyl)phenoxy]-2,3-epoxypropane and 6-[4-(3-aminopropylsulphonyl]phenyl]-3(2H)-pyridazinone.